This data is from the Open Reaction Database (ORD), a public repository of structured organic reaction records. The task is: describe an organic reaction: reactants, conditions, products, and yield Starting materials: CC(=O)OCc1cccc2cccnc12, CO, [Na+], [OH-]. Yields the product OCc1cccc2cccnc12. RXN SMILES: [C:1](=[O:2])([CH3:3])[O:4][CH2:5][c:6]1[cH:7][cH:8][cH:9][c:10]2[cH:11][cH:12][cH:13][n:14][c:15]12.[CH3:18][OH:19].[Na+:17].[OH-:16]>>[OH:4][CH2:5][c:6]1[cH:7][cH:8][cH:9][c:10]2[cH:11][cH:12][cH:13][n:14][c:15]12. The reactants are O=C(O)C1CC1, [Cl-], ClCCl, Cc1ccccc1-c1cc(N)ncc1N(C)C(=O)C(C)(C)c1cc(C(F)(F)F)cc(C(F)(F)F)c1, c1ccncc1. The product is Cc1ccccc1-c1cc(NC(=O)C2CC2)ncc1N(C)C(=O)C(C)(C)c1cc(C(F)(F)F)cc(C(F)(F)F)c1. Reaction SMILES: [CH:43]1([C:46](=[O:47])[OH:48])[CH2:44][CH2:45]1.[Cl-:42].[Cl:49][CH2:50][Cl:51].[NH2:1][c:2]1[cH:3][c:4](-[c:29]2[c:30]([CH3:35])[cH:31][cH:32][cH:33][cH:34]2)[c:5]([N:8]([C:9]([C:10]([CH3:11])([CH3:12])[c:13]2[cH:14][c:15]([C:23]([F:24])([F:25])[F:26])[cH:16][c:17]([C:19]([F:20])([F:21])[F:22])[cH:18]2)=[O:27])[CH3:28])[cH:6][n:7]1.[cH:36]1[cH:37][cH:38][n:39][cH:40][cH:41]1>>[NH:1]([c:2]1[cH:3][c:4](-[c:29]2[c:30]([CH3:35])[cH:31][cH:32][cH:33][cH:34]2)[c:5]([N:8]([C:9]([C:10]([CH3:11])([CH3:12])[c:13]2[cH:14][c:15]([C:23]([F:24])([F:25])[F:26])[cH:16][c:17]([C:19]([F:20])([F:21])[F:22])[cH:18]2)=[O:27])[CH3:28])[cH:6][n:7]1)[C:46]([CH:43]1[CH2:44][CH2:45]1)=[O:47].